Dataset: the Open Reaction Database (ORD), a public repository of structured organic reaction records. Task: describe an organic reaction: reactants, conditions, products, and yield Reactants: NC=1N=CC=2NC3=CC=CC=C3C2C1 (3-amino-β-carboline), i-amylnitrite, C(CC)O (n-propanol). Run at time 15 minute. Product: C(CC)OC=1N=CC=2NC3=CC=CC=C3C2C1 (3-propoxy-β-carboline). As a reaction SMILES: N[C:2]1[N:3]=[CH:4][C:5]2[NH:6][C:7]3[C:12]([C:13]=2[CH:14]=1)=[CH:11][CH:10]=[CH:9][CH:8]=3.[CH2:15]([OH:18])[CH2:16][CH3:17]>>[CH2:15]([O:18][C:2]1[N:3]=[CH:4][C:5]2[NH:6][C:7]3[C:12]([C:13]=2[CH:14]=1)=[CH:11][CH:10]=[CH:9][CH:8]=3)[CH2:16][CH3:17]. Procedure details: 184 mg of 3-amino-β-carboline are mixed with 0.5 ml of i-amylnitrite in 15 ml of n-propanol at room temperature and stirred for 15 minutes. Then it is heated for 4.5 hours to 80° C. bath temperature. After concentration, it is chromatographed on silica gel with methylene/chloride/acetone=1:1 as eluant. After concentration and recrystallization of the corresponding fractions from diisopropyl ether/cyclohexane, 120 mg of 3-propoxy-β-carboline with a 147°-151° C. melting point are obtained. The yield is 100.0%. Run at time 12 hour. Reactants: C(C)(C)(C)OC(NCC1=CC(=C(C(=C1)C)NS(=O)(=O)C)I)=O ((3-Iodo-4-methanesulfonylamino-5-methylbenzyl)carbamic acid t-butyl ester), C(Cl)Cl (methylene chloride). Yields the product NCC1=CC(=C(C(=C1)I)NS(=O)(=O)C)Cl (N-(4-Aminomethyl-2-chloro-6-iodo-phenyl)-methanesulfonamide). Reaction SMILES: C(OC(=O)[NH:7][CH2:8][C:9]1[CH:14]=[C:13](C)[C:12]([NH:16][S:17]([CH3:20])(=[O:19])=[O:18])=[C:11]([I:21])[CH:10]=1)(C)(C)C.C(Cl)[Cl:24]>C(O)(C(F)(F)F)=O>[NH2:7][CH2:8][C:9]1[CH:10]=[C:11]([I:21])[C:12]([NH:16][S:17]([CH3:20])(=[O:19])=[O:18])=[C:13]([Cl:24])[CH:14]=1. Reported procedure: (3-Iodo-4-methanesulfonylamino-5-methylbenzyl)carbamic acid t-butyl ester (122.0 mg, 0.27 mmol) and CF3COOH (5˜6 drops) were added into methylene chloride. The mixture was stirred for 12 hrs. The mixture was concentrated in vacuo to yield brownish syrup (142.2 mg, 100%). Reagents/catalysts: C(=O)(C(F)(F)F)O (CF3COOH). Reactants: C(C)(=O)N[C@@H](CS)C(=O)O (N-acetyl-L-cysteine), C(=O)([O-])[O-].[K+].[K+] (K2CO3), BrC1=NC=C(C(=C1)C(COC(CF)(CF)C#N)(C)NS(=O)(=O)C1=C(C=CC=C1)[N+](=O)[O-])F (N-[1-(2-bromo-5-fluoro-pyridin-4-yl)-2-(cyano-bis-fluoromethyl-methoxy)-1-methyl-ethyl]-2-nitro-benzenesulfonamide), C(C)(=O)N[C@@H](CS)C(=O)O (N-acetyl-L-cysteine), C(=O)([O-])[O-].[K+].[K+] (K2CO3). Solvent: CCO (EtOH). Run at temperature 85 celsius, time 18 hour. Yields the product BrC1=NC=C(C(=C1)C1(N=C(C(OC1)(CF)CF)N)C)F (5-(2-Bromo-5-fluoro-pyridin-4-yl)-2,2-bis-fluoromethyl-5-methyl-5,6-dihydro-2H-[1,4]oxazin-3-ylamine). As a reaction SMILES: [Br:1][C:2]1[CH:7]=[C:6]([C:8]([NH:19]S(C2C=CC=CC=2[N+]([O-])=O)(=O)=O)([CH3:18])[CH2:9][O:10][C:11]([C:16]#[N:17])([CH2:14][F:15])[CH2:12][F:13])[C:5]([F:32])=[CH:4][N:3]=1.C(N[C@H](C(O)=O)CS)(=O)C.C([O-])([O-])=O.[K+].[K+]>CCO>[Br:1][C:2]1[CH:7]=[C:6]([C:8]2([CH3:18])[CH2:9][O:10][C:11]([CH2:14][F:15])([CH2:12][F:13])[C:16]([NH2:17])=[N:19]2)[C:5]([F:32])=[CH:4][N:3]=1 |f:2.3.4|. Reported procedure: A solution of N-[1-(2-bromo-5-fluoro-pyridin-4-yl)-2-(cyano-bis-fluoromethyl-methoxy)-1-methyl-ethyl]-2-nitro-benzenesulfonamide (840 mg, 1.563 mmol), N-acetyl-L-cysteine (510 mg, 3.13 mmol) and K2CO3 (432 mg, 3.130 mmol) in abs. EtOH (10 ml) was stirred at 85° C. for 18 h. N-acetyl-L-cysteine (250 mg, 1.533 mmol) and K2CO3 (210 mg, 1.519 mmol) was added and stirring at 85° C. was continued for 18 h. The reaction mixture was concentrated to ⅓ of its volume, quenched with 10% aq. K2CO3 soln. and ... Starting materials: C1(=CC=CC=C1)S (thiophenol), C1(CCCC2CC=CC=C12)=O (tetrahydronaphthalene-one), Formula 5, C1CC=CC2=CC=CC=C12 (dihydronaphthalene), BrC1=CC=C2C(CCC(C2=C1)=O)(C)C (7-bromo-3,4-dihydro-4,4-dimethylnaphthalen-1(2H)-one), oxo, BrC1=CC=C2C(CCC(C2=C1)=O)(C)C (7-bromo-3,4-dihydro-4,4-dimethylnaphthalen-1(2H)-one). The reagents and catalysts are [Ti](Cl)(Cl)(Cl)Cl (titanium tetrachloride). Run in O1CCCC1 (tetrahydrofuran), C(C)N(CC)CC (triethylamine). The product is CC1(CC=C(C2=CC(=CC=C12)Br)SC1=CC=CC=C1)C (4,4-dimethyl-7-bromo-1-phenylthio-3,4-dihydronaphthalene). Reaction SMILES: C1C2C(=CC=CC=2)C=CC1.C1(=O)C2C(CC=CC=2)CCC1.[Br:22][C:23]1[CH:32]=[C:31]2[C:26]([C:27]([CH3:35])([CH3:34])[CH2:28][CH2:29][C:30]2=O)=[CH:25][CH:24]=1.[C:36]1([SH:42])[CH:41]=[CH:40][CH:39]=[CH:38][CH:37]=1>O1CCCC1.[Ti](Cl)(Cl)(Cl)Cl.C(N(CC)CC)C>[CH3:34][C:27]1([CH3:35])[C:26]2[C:31](=[CH:32][C:23]([Br:22])=[CH:24][CH:25]=2)[C:30]([S:42][C:36]2[CH:41]=[CH:40][CH:39]=[CH:38][CH:37]=2)=[CH:29][CH2:28]1. Reported procedure: Reaction Scheme 3 provides further examples for the synthesis of compounds within the scope of Formula 5 where the linking group between the dihydronaphthalene moiety and the Y group is --CH=CH--. In the sequence of reactions described here the oxo function of a starting tetrahydronaphthalene-one moiety is modified before a Heck coupling reaction is performed. Specifically, in the example shown in the reaction scheme, 7-bromo-3,4-dihydro-4,4-dimethylnaphthalen-1(2H)-one (Compound G) is reacted w... Yield: 58.1%. Run in C(Cl)Cl (DCM). As a reaction SMILES: C(O)(C(F)(F)F)=O.C(OC(=O)[NH:14][C@H:15]([C:17]1[N:21]([C:22]2[CH:23]=[N:24][N:25]([CH3:27])[CH:26]=2)[C:20]2[CH:28]=[C:29]([F:32])[CH:30]=[CH:31][C:19]=2[N:18]=1)[CH3:16])(C)(C)C>C(Cl)Cl>[F:32][C:29]1[CH:30]=[CH:31][C:19]2[N:18]=[C:17]([C@@H:15]([NH2:14])[CH3:16])[N:21]([C:22]3[CH:23]=[N:24][N:25]([CH3:27])[CH:26]=3)[C:20]=2[CH:28]=1. Product: FC=1C=CC2=C(N(C(=N2)[C@H](C)N)C=2C=NN(C2)C)C1 ((S)-1-[6-Fluoro-1-(1-methyl-1H-pyrazol-4-yl)-1H-benzoimidazol-2-yl]ethylamine). Procedure details: TFA (10 mL) was added to a solution of {(S)-1-[6-fluoro-1-(1-methyl-1H-pyrazol-4-yl)-1H-benzoimidazol-2-yl]ethyl}carbamic acid tert-butyl ester (0.268 g, 0.75 mmol) in DCM (5 mL) and stirred for 15 minutes. The reaction mixture was concentrated in vacuo and the residue partitioned between DCM (×3) and saturated aqueous NaHCO3. The combined DCM extracts were dried (Na2SO4) and concentrated in vacuo. The resultant residue was purified by chromatography (SiO2, 0-10% (2M ammonia in methanol) in DCM)... Reaction conditions: time 15 minute. Starting materials: C(=O)(C(F)(F)F)O (TFA), C(C)(C)(C)OC(N[C@@H](C)C1=NC2=C(N1C=1C=NN(C1)C)C=C(C=C2)F)=O ({(S)-1-[6-fluoro-1-(1-methyl-1H-pyrazol-4-yl)-1H-benzoimidazol-2-yl]ethyl}carbamic acid tert-butyl ester). Yields the product C(C1=CC=CC=C1)OC[C@H]1[C@@H]([C@@H](N[C@@H]1C)C1=CC=CC=C1)NCC1=C(C=CC(=C1)C(C)C)OC ((2S*,3S*,4R*,5R*)-4-Benzyloxymethyl-3-[-N-(5-isopropyl-2-methoxybenzyl)amino]-5-methyl-2-phenylpyrrolidine). Reaction SMILES: C(OC([N:11]1[C@H:15]([CH3:16])[C@H:14]([CH2:17][O:18][CH2:19][C:20]2[CH:25]=[CH:24][CH:23]=[CH:22][CH:21]=2)[C@H:13]([NH:26][CH2:27][C:28]2[CH:33]=[C:32]([CH:34]([CH3:36])[CH3:35])[CH:31]=[CH:30][C:29]=2[O:37][CH3:38])[C@@H:12]1[C:39]1[CH:44]=[CH:43][CH:42]=[CH:41][CH:40]=1)=O)C1C=CC=CC=1>[OH-].[OH-].[Pd+2].CO>[CH2:19]([O:18][CH2:17][C@@H:14]1[C@@H:15]([CH3:16])[NH:11][C@@H:12]([C:39]2[CH:44]=[CH:43][CH:42]=[CH:41][CH:40]=2)[C@H:13]1[NH:26][CH2:27][C:28]1[CH:33]=[C:32]([CH:34]([CH3:35])[CH3:36])[CH:31]=[CH:30][C:29]=1[O:37][CH3:38])[C:20]1[CH:21]=[CH:22][CH:23]=[CH:24][CH:25]=1 |f:1.2.3|. Isolated yield 99.5%. The solvent is CO (MeOH). Reagents/catalysts: [OH-].[OH-].[Pd+2] (Pearlman's catalyst), [OH-].[OH-].[Pd+2] (Pd(OH)2). The reactants are C(C1=CC=CC=C1)OC(=O)N1[C@H]([C@H]([C@H]([C@H]1C)COCC1=CC=CC=C1)NCC1=C(C=CC(=C1)C(C)C)OC)C1=CC=CC=C1 ((2S*,3S*,4R*,5R*)-1-benzyloxycarbonyl-4-benzyloxymethyl-3-[N-(5-isopropyl-2-methoxybenzyl)amino]-5-methyl-2-phenylpyrrolidine). Procedure: 20% Pd(OH)2 --C (Pearlman's catalyst, Aldrich; 0.33 g) was added to a solution of (2S*,3S*,4R*,5R*)-1-benzyloxycarbonyl-4-benzyloxymethyl-3-[N-(5-isopropyl-2-methoxybenzyl)amino]-5-methyl-2-phenylpyrrolidine(0.61 g,1.03 mmol) and HCO2NH4 (0.39 g, 6.18 mmol) in MeOH (20 ml). The mixture was stirred and heated at a gentle reflux for 30 minutes. The catalysts were filtered off by the aid of a Celite pad, and washed with MeOH. The combined filtrate and washings were concentrated in vacuo. To the res... The reactants are CCN(C(C)C)C(C)C, Clc1ccc(N2CCNCC2)cc1, O=CCCc1cc(-c2cccs2)n(-c2ccccc2)n1. Product: Clc1ccc(N2CCN(CCCc3cc(-c4cccs4)n(-c4ccccc4)n3)CC2)cc1. RXN SMILES: [CH:34]([N:35]([CH2:36][CH3:37])[CH:38]([CH3:39])[CH3:40])([CH3:41])[CH3:42].[Cl:21][c:22]1[cH:23][cH:24][c:25]([N:28]2[CH2:29][CH2:30][NH:31][CH2:32][CH2:33]2)[cH:26][cH:27]1.[c:1]1(-[n:7]2[n:8][c:9]([CH2:17][CH2:18][CH:19]=[O:20])[cH:10][c:11]2-[c:12]2[s:13][cH:14][cH:15][cH:16]2)[cH:2][cH:3][cH:4][cH:5][cH:6]1>>[c:1]1(-[n:7]2[n:8][c:9]([CH2:17][CH2:18][CH2:19][N:31]3[CH2:30][CH2:29][N:28]([c:25]4[cH:24][cH:23][c:22]([Cl:21])[cH:27][cH:26]4)[CH2:33][CH2:32]3)[cH:10][c:11]2-[c:12]2[s:13][cH:14][cH:15][cH:16]2)[cH:2][cH:3][cH:4][cH:5][cH:6]1.